From a dataset of the Open Reaction Database (ORD), a public repository of structured organic reaction records. describe an organic reaction: reactants, conditions, products, and yield Reactants: C1CCCCC1, CC(C)(C)OC(=N)C(Cl)(Cl)Cl, ClCCl, O=C(O)c1cc2c(s1)CCCC2=O. The product is CC(C)(C)OC(=O)c1cc2c(s1)CCCC2=O. Reaction SMILES: [CH2:14]1[CH2:15][CH2:16][CH2:17][CH2:18][CH2:19]1.[Cl:20][C:21]([Cl:22])([Cl:23])[C:28](=[NH:29])[O:30][C:24]([CH3:25])([CH3:26])[CH3:27].[Cl:31][CH2:32][Cl:33].[O:1]=[C:2]1[CH2:3][CH2:4][CH2:5][c:6]2[s:7][c:8]([C:11](=[O:12])[OH:13])[cH:9][c:10]21>>[O:1]=[C:2]1[CH2:3][CH2:4][CH2:5][c:6]2[s:7][c:8]([C:11]([O:12][C:24]([CH3:25])([CH3:26])[CH3:27])=[O:13])[cH:9][c:10]21. Reactants: S=C=Nc1cc(Cl)cc(Cl)c1, ClCCl, CSc1ccc(C(=O)Nc2ccccc2)cc1N, CN(C)C=O. Yields the product CSc1ccc(C(=O)Nc2ccccc2)cc1NC(=S)Nc1cc(Cl)cc(Cl)c1. Reaction SMILES: [Cl:19][c:20]1[cH:21][c:22]([N:27]=[C:28]=[S:29])[cH:23][c:24]([Cl:26])[cH:25]1.[Cl:35][CH2:36][Cl:37].[NH2:1][c:2]1[cH:3][c:4]([C:5](=[O:6])[NH:7][c:8]2[cH:9][cH:10][cH:11][cH:12][cH:13]2)[cH:14][cH:15][c:16]1[S:17][CH3:18].[O:30]=[CH:31][N:32]([CH3:33])[CH3:34]>>[NH:1]([c:2]1[cH:3][c:4]([C:5](=[O:6])[NH:7][c:8]2[cH:9][cH:10][cH:11][cH:12][cH:13]2)[cH:14][cH:15][c:16]1[S:17][CH3:18])[C:28]([NH:27][c:22]1[cH:21][c:20]([Cl:19])[cH:25][c:24]([Cl:26])[cH:23]1)=[S:29]. Starting materials: ClC=1C=C(C=C(C1)Cl)C1(CC(=NO1)C1=CC=C(N2C=CC=C12)C(=O)OCC)C(F)(F)F (ethyl 8-(5-(3,5-dichlorophenyl)-5-(trifluoromethyl)-4,5-dihydroisoxazol-3-yl)indolizine-5-carboxylate), [OH-].[Na+] (NaOH), Cl (HCl). Solvent: O.CO (H2O MeOH). Product: ClC=1C=C(C=C(C1Cl)Cl)C1(CC(=NO1)C1=CC=C(N2C=CC=C12)C(=O)O)C(F)(F)F (8-(5-(3,4,5-trichlorophenyl)-5-(trifluoromethyl)-4,5-dihydroisoxazol-3-yl)indolizine-5-carboxylic acid). The yield is 65.0%. As a reaction SMILES: [Cl:1][C:2]1[CH:3]=[C:4]([C:9]2([C:28]([F:31])([F:30])[F:29])[O:13][N:12]=[C:11]([C:14]3[C:22]4[N:18]([CH:19]=[CH:20][CH:21]=4)[C:17]([C:23]([O:25]CC)=[O:24])=[CH:16][CH:15]=3)[CH2:10]2)[CH:5]=[C:6]([Cl:8])[CH:7]=1.[OH-].[Na+].[ClH:34]>O.CO>[Cl:1][C:2]1[CH:3]=[C:4]([C:9]2([C:28]([F:30])([F:31])[F:29])[O:13][N:12]=[C:11]([C:14]3[C:22]4[N:18]([CH:19]=[CH:20][CH:21]=4)[C:17]([C:23]([OH:25])=[O:24])=[CH:16][CH:15]=3)[CH2:10]2)[CH:5]=[C:6]([Cl:8])[C:7]=1[Cl:34] |f:1.2,4.5|. Reported procedure: A solution of ethyl 8-(5-(3,5-dichlorophenyl)-5-(trifluoromethyl)-4,5-dihydroisoxazol-3-yl)indolizine-5-carboxylate (130 mg, 0.26 mmol) and NaOH (52 mg, 1.29 mmol) in H2O-MeOH (1:1, 20 mL) was stirred at rt for 3 h. The mixture was acidified with 2 N HCl and extracted with ethyl acetate (3×20 mL). The combined organic layers were washed with brine, dried over Na2SO4, filtered and concentrated under reduced pressure. The residue was purified by prep-TLC to give 8-(5-(3,4,5-trichlorophenyl)-5-(tri... Reactants: Nc1cnc(Br)cn1, O=C([O-])[O-], CO, CCOC(C)=O, NC1CCCCC1N, [Cu], [K+], [K+], C1COCCO1, O=C1CCCN1. Product: Nc1cnc(N2CCCC2=O)cn1. Reaction SMILES: [Br:1][c:2]1[n:3][cH:4][c:5]([NH2:8])[n:6][cH:7]1.[C:15](=[O:16])([O-:17])[O-:18].[CH3:36][OH:37].[CH3:38][CH2:39][O:40][C:41](=[O:42])[CH3:43].[CH:21]1([NH2:22])[CH2:23][CH2:24][CH2:25][CH2:26][CH:27]1[NH2:28].[Cu:35].[K+:19].[K+:20].[O:29]1[CH2:30][CH2:31][O:32][CH2:33][CH2:34]1.[O:9]=[C:10]1[CH2:11][CH2:12][CH2:13][NH:14]1>>[c:2]1([N:14]2[C:10](=[O:9])[CH2:11][CH2:12][CH2:13]2)[n:3][cH:4][c:5]([NH2:8])[n:6][cH:7]1.